Dataset: the Open Reaction Database (ORD), a public repository of structured organic reaction records. Task: describe an organic reaction: reactants, conditions, products, and yield Yield: 97.8%. Product: C(C)(=O)OC1=C(C(=O)NC2=C(C(=O)O)C=CC(=C2)NC(C2=C(C=CC=C2)OC(C)=O)=O)C=CC=C1 (2,4-bis(2'-acetoxybenzamido)-benzoic acid). Run in O (water). Reactants: C(C)(=O)OC1=C(C(=O)Cl)C=CC=C1 (2-acetoxybenzoylchloride), NC1=C(C(=O)O)C=CC(=C1)N (2,4-diaminobenzoic acid), C(C)(=O)[O-].[Na+] (sodium acetate), C(Cl)Cl (methylene chloride). RXN SMILES: [NH2:1][C:2]1[CH:10]=[C:9]([NH2:11])[CH:8]=[CH:7][C:3]=1[C:4]([OH:6])=[O:5].[C:12]([O-:15])(=[O:14])[CH3:13].[Na+].C(Cl)Cl.[C:20]([O:23][C:24]1[CH:32]=[CH:31][CH:30]=[CH:29][C:25]=1[C:26](Cl)=[O:27])(=[O:22])[CH3:21]>O>[C:12]([O:15][C:2]1[CH:10]=[CH:9][CH:8]=[CH:7][C:3]=1[C:4]([NH:1][C:2]1[CH:10]=[C:9]([NH:11][C:26](=[O:27])[C:25]2[CH:29]=[CH:30][CH:31]=[CH:32][C:24]=2[O:23][C:20](=[O:22])[CH3:21])[CH:8]=[CH:7][C:3]=1[C:4]([OH:6])=[O:5])=[O:5])(=[O:14])[CH3:13] |f:1.2|. Reported procedure: To a mixture of 4.9 g of 2,4-diaminobenzoic acid, 12 g of sodium acetate, 90 ml of methylene chloride and 90 ml of water was added 19.2 g of 2-acetoxybenzoylchloride while stirring at 5° - 10°C, followed by continuing the stirring at 5° - 15°C for 4 hours. The precipitated crystals were recovered by filtration, washed with water and then with methylene chloride and thoroughly mixed with 70 ml of methanol. To the mixture was added 30 ml of water, followed by allowing to stand to precipitate cryst...